Dataset: the Open Reaction Database (ORD), a public repository of structured organic reaction records. Task: describe an organic reaction: reactants, conditions, products, and yield Reactants: [OH-].[K+] (potassium hydroxide), OO (hydrogen peroxide), [BH4-].[Na+] (sodium borohydride), C(C1=CC=CC=C1)N1CCC(=CC1)C1=CC=C(C=C1)Br (1-benzyl-4-(4-bromo-phenyl)-1,2,3,6-tetrahydro-pyridine), B(F)(F)F.CCOCC (boron trifluoride etherate). Solvent: C(Cl)Cl (methylene chloride), O (water), C(OC)COC (dimethoxyethane). Run at time 15 minute. Product: C(C1=CC=CC=C1)N1CC(C(CC1)C1=CC=C(C=C1)Br)O ((3RS,4RS)-1-benzyl-4-(4-bromo-phenyl)-piperidin-3-ol). Yield: 57.0%. As a reaction SMILES: [BH4-].[Na+].[CH2:3]([N:10]1[CH2:15][CH:14]=[C:13]([C:16]2[CH:21]=[CH:20][C:19]([Br:22])=[CH:18][CH:17]=2)[CH2:12][CH2:11]1)[C:4]1[CH:9]=[CH:8][CH:7]=[CH:6][CH:5]=1.B(F)(F)F.CC[O:29]CC.[OH-].[K+].OO>C(COC)OC.O.C(Cl)Cl>[CH2:3]([N:10]1[CH2:11][CH2:12][CH:13]([C:16]2[CH:17]=[CH:18][C:19]([Br:22])=[CH:20][CH:21]=2)[CH:14]([OH:29])[CH2:15]1)[C:4]1[CH:5]=[CH:6][CH:7]=[CH:8][CH:9]=1 |f:0.1,3.4,5.6|. Procedure: 16.9 g of sodium borohydride were added to a solution of 51.1 g (0.156 mol) of 1-benzyl-4-(4-bromo-phenyl)-1,2,3,6-tetrahydro-pyridine in 350 ml of dimethoxyethane and the reaction mixture was stirred at room temperature for 15 minutes. Thereafter, 95.2 ml of boron trifluoride etherate were added dropwise at 25-30° C. during 30 minutes, the reaction mixture was subsequently stirred at room temperature for 2 hours. Thereafter, firstly a solution of 98.4 g of potassium hydroxide in 530 ml of water... Reactants: product 1c, [H-].[Na+] (sodium hydride), FC1=CC=C(C=C1)C1=NNC(=N1)C (3-(4-fluoro-phenyl)-5-methyl-[1,2,4]triazole), ClCCC(C)(C)NC(OC(C)(C)C)=O (tert-butyl (3-chloro-1,1-dimethyl-propyl)-carbamate). Reagents/catalysts: [I-].C(CCC)[N+](CCCC)(CCCC)CCCC (tetrabutylammonium iodide). The solvent is CN1CCCN(C1=O)C (DMPU). Yields the product FC1=CC=C(C=C1)C1=NN(C(=N1)C)CCC(C)(C)NC(OC(C)(C)C)=O (tert-butyl {3-[3-(4-fluoro-phenyl)-5-methyl-[1,2,4]triazol-1-yl]-1,1-dimethyl -propyl}-carbamate). Reaction SMILES: [F:1][C:2]1[CH:7]=[CH:6][C:5]([C:8]2[N:12]=[C:11]([CH3:13])[NH:10][N:9]=2)=[CH:4][CH:3]=1.Cl[CH2:15][CH2:16][C:17]([NH:20][C:21](=[O:27])[O:22][C:23]([CH3:26])([CH3:25])[CH3:24])([CH3:19])[CH3:18].[H-].[Na+]>CN1C(=O)N(C)CCC1.[I-].C([N+](CCCC)(CCCC)CCCC)CCC>[F:1][C:2]1[CH:3]=[CH:4][C:5]([C:8]2[N:12]=[C:11]([CH3:13])[N:10]([CH2:15][CH2:16][C:17]([NH:20][C:21](=[O:27])[O:22][C:23]([CH3:26])([CH3:25])[CH3:24])([CH3:19])[CH3:18])[N:9]=2)=[CH:6][CH:7]=1 |f:2.3,5.6|. Procedure details: 5.88 g (33 mmol) 3-(4-fluoro-phenyl)-5-methyl-[1,2,4]triazole are dissolved in 40 mL DMPU and reacted as described for intermediate product 1c) with 11.04 g (50 mmol) of tert-butyl (3-chloro-1,1-dimethyl-propyl)-carbamate, 1.59 g (40 mmol, 60%) sodium hydride and 2.21 g (6 mmol) tetrabutylammonium iodide. Product: N#CC1(c2ccc(F)cc2)CCC(N2CCC3(CC2)C(=O)NCN3c2ccccc2)CC1. The reactants are [BH4-], C[O-], CCO, N#CC1(c2ccc(F)cc2)CC=C(N2CCC3(CC2)C(=O)NCN3c2ccccc2)CC1, [Na+], [Na+]. Reaction SMILES: [BH4-:36].[CH3:33][O-:34].[CH3:38][CH2:39][OH:40].[F:1][c:2]1[cH:3][cH:4][c:5]([C:8]2([C:31]#[N:32])[CH2:9][CH:10]=[C:11]([N:14]3[CH2:15][CH2:16][C:17]4([C:18](=[O:28])[NH:19][CH2:20][N:21]4[c:22]4[cH:23][cH:24][cH:25][cH:26][cH:27]4)[CH2:29][CH2:30]3)[CH2:12][CH2:13]2)[cH:6][cH:7]1.[Na+:35].[Na+:37]>>[F:1][c:2]1[cH:3][cH:4][c:5]([C:8]2([C:31]#[N:32])[CH2:9][CH2:10][CH:11]([N:14]3[CH2:15][CH2:16][C:17]4([C:18](=[O:28])[NH:19][CH2:20][N:21]4[c:22]4[cH:23][cH:24][cH:25][cH:26][cH:27]4)[CH2:29][CH2:30]3)[CH2:12][CH2:13]2)[cH:6][cH:7]1. Starting materials: OBO, O=C(c1ccc(Br)cc1F)N1CCCC1CN1CCCC1, COc1ccccc1. Product: COc1ccc(-c2ccc(C(=O)N3CCCC3CN3CCCC3)c(F)c2)cc1. RXN SMILES: [BH:22]([OH:23])[OH:24].[Br:1][c:2]1[cH:3][c:4]([F:21])[c:5]([C:8](=[O:9])[N:10]2[CH:11]([CH2:15][N:16]3[CH2:17][CH2:18][CH2:19][CH2:20]3)[CH2:12][CH2:13][CH2:14]2)[cH:6][cH:7]1.[CH3:25][O:26][c:27]1[cH:28][cH:29][cH:30][cH:31][cH:32]1>>[c:2]1(-[c:30]2[cH:29][cH:28][c:27]([O:26][CH3:25])[cH:32][cH:31]2)[cH:3][c:4]([F:21])[c:5]([C:8](=[O:9])[N:10]2[CH:11]([CH2:15][N:16]3[CH2:17][CH2:18][CH2:19][CH2:20]3)[CH2:12][CH2:13][CH2:14]2)[cH:6][cH:7]1. The reactants are CCCc1ccc(OB([O-])[O-])cc1, COC(=O)C1=Cc2cc(Br)ccc2S(=O)(=O)CC1, O=C([O-])[O-], CCO, [K+], [K+], O, Cc1ccccc1. Product: CCCc1ccc(-c2ccc3c(c2)C=C(C(=O)OC)CCS3(=O)=O)cc1. As a reaction SMILES: [B:19]([O-:20])([O-:30])[O:31][c:21]1[cH:22][cH:23][c:24]([CH2:27][CH2:28][CH3:29])[cH:25][cH:26]1.[Br:1][c:2]1[cH:3][cH:4][c:5]2[c:6]([cH:18]1)[CH:7]=[C:8]([C:14](=[O:15])[O:16][CH3:17])[CH2:9][CH2:10][S:11]2(=[O:12])=[O:13].[C:32](=[O:33])([O-:34])[O-:35].[CH2:39]([OH:40])[CH3:41].[K+:36].[K+:37].[OH2:38].[c:42]1([CH3:43])[cH:44][cH:45][cH:46][cH:47][cH:48]1>>[c:2]1(-[c:21]2[cH:22][cH:23][c:24]([CH2:27][CH2:28][CH3:29])[cH:25][cH:26]2)[cH:3][cH:4][c:5]2[c:6]([cH:18]1)[CH:7]=[C:8]([C:14](=[O:15])[O:16][CH3:17])[CH2:9][CH2:10][S:11]2(=[O:12])=[O:13]. Starting materials: C(C)(=O)C=1C(NC2=C(C=CC(=C2C1C)OS(=O)(=O)O)F)=O (3-Acetyl-8-fiuoro-4-methylsulfoxy-2-quinolinone), CC1C(CCCC1)N (2methylcyclohexylamine). The product is C(C)(=O)C=1C(NC2=C(C=CC=C2C1NC1C(CCCC1)C)F)=O (3 -Acetyl- 8- fl uo ro-4- (2 -methyl cyclohexylamino )-2-quinolinone). Isolated yield 66.4%. RXN SMILES: [C:1]([C:4]1[C:5](=[O:21])[NH:6][C:7]2[C:12]([C:13]=1C)=[C:11](OS(O)(=O)=O)[CH:10]=[CH:9][C:8]=2[F:20])(=[O:3])[CH3:2].[CH3:22][CH:23]1[CH2:28][CH2:27][CH2:26][CH2:25][CH:24]1[NH2:29]>>[C:1]([C:4]1[C:5](=[O:21])[NH:6][C:7]2[C:12]([C:13]=1[NH:29][CH:24]1[CH2:25][CH2:26][CH2:27][CH2:28][CH:23]1[CH3:22])=[CH:11][CH:10]=[CH:9][C:8]=2[F:20])(=[O:3])[CH3:2]. Procedure: 3-Acetyl-8-fiuoro-4-methylsulfoxy-2-quinolinone (2.67g, 0.01 mol) and 2methylcyclohexylamine(1.13g, 0.01 mol) were used, but the reaction was carried out as the above process of example 37 to obtain the desired product (2.1g, yield: 66%). Starting materials: solution, B(Br)(Br)Br (boron tribromide), ClC=1N(N=C2CCCCC12)C1=C(C=C(C=C1)OC)F (3-chloro-2-(2-fluoro-4-methoxyphenyl)-4,5,6,7-tetrahydroindazole), ice water. The solvent is C(Cl)Cl (methylene chloride), C(Cl)Cl (methylene chloride), C(Cl)Cl (methylene chloride). Yields the product ClC=1N(N=C2CCCCC12)C1=C(C=C(C=C1)O)F (3-chloro-2-(2-fluoro-4-hydroxyphenyl)-4,5,6,7-tetrahydroindazole). RXN SMILES: B(Br)(Br)Br.[Cl:5][C:6]1[N:7]([C:15]2[CH:20]=[CH:19][C:18]([O:21]C)=[CH:17][C:16]=2[F:23])[N:8]=[C:9]2[C:14]=1[CH2:13][CH2:12][CH2:11][CH2:10]2>C(Cl)Cl>[Cl:5][C:6]1[N:7]([C:15]2[CH:20]=[CH:19][C:18]([OH:21])=[CH:17][C:16]=2[F:23])[N:8]=[C:9]2[C:14]=1[CH2:13][CH2:12][CH2:11][CH2:10]2. Reported procedure: A 1N solution of boron tribromide in methylene chloride (18.0 mL, 0.018 mole) was diluted with 17 mL of methylene chloride and was then cooled to below -10° C. under a nitrogen atmosphere. A solution of 3-chloro-2-(2-fluoro-4-methoxyphenyl)-4,5,6,7-tetrahydroindazole in 25 mL of methylene chloride was added dropwise at a rate to maintain the temperature below -10° C. Upon completion of addition, the reaction mixture was allowed to warm to ambient temperature at which it stirred for sixteen hours...